Task: describe an organic reaction: reactants, conditions, products, and yield. Dataset: the Open Reaction Database (ORD), a public repository of structured organic reaction records Starting materials: [BH4-], NC(=O)CC(O)(c1ccc(Br)cc1)c1cccnc1, [Na+], C1CCOC1, O. The product is NCCC(O)(c1ccc(Br)cc1)c1cccnc1. Reaction SMILES: [BH4-:20].[Br:1][c:2]1[cH:3][cH:4][c:5]([C:8]([CH2:9][C:10](=[O:11])[NH2:12])([c:13]2[cH:14][n:15][cH:16][cH:17][cH:18]2)[OH:19])[cH:6][cH:7]1.[Na+:21].[O:23]1[CH2:24][CH2:25][CH2:26][CH2:27]1.[OH2:22]>>[Br:1][c:2]1[cH:3][cH:4][c:5]([C:8]([CH2:9][CH2:10][NH2:12])([c:13]2[cH:14][n:15][cH:16][cH:17][cH:18]2)[OH:19])[cH:6][cH:7]1.